Dataset: the Open Reaction Database (ORD), a public repository of structured organic reaction records. Task: describe an organic reaction: reactants, conditions, products, and yield RXN SMILES: F[C:2]1[CH:10]=[CH:9][C:5]([C:6]([OH:8])=[O:7])=[CH:4][C:3]=1[N+:11]([O-:13])=[O:12].[NH2:14][C:15]1[CH:20]=[CH:19][CH:18]=[CH:17][CH:16]=1.CN1CCOCC1>COCCO>[NH:14]([C:2]1[CH:10]=[CH:9][C:5]([C:6]([OH:8])=[O:7])=[CH:4][C:3]=1[N+:11]([O-:13])=[O:12])[C:15]1[CH:20]=[CH:19][CH:18]=[CH:17][CH:16]=1. The reactants are FC1=C(C=C(C(=O)O)C=C1)[N+](=O)[O-] (4-Fluoro-3-nitrobenzoic acid), NC1=CC=CC=C1 (aniline), CN1CCOCC1 (NMM). The solvent is COCCO (2-methoxyethanol). Reported procedure: 4-Fluoro-3-nitrobenzoic acid (0.27 mol), an aniline (0.32 mol) and NMM (32.5 mL) in 2-methoxyethanol (750 mL) were stirred at reflux under argon for 24 h. The suspension was concentrated under reduced pressure and the residue was sonicated with 1M HCl (aq) over 1.5 h. The resultant orange solid was isolated by filtration, washed with water dried, then sonicated with t-butyl methyl ether, isolated by filtration and dried. Where necessary, the product was further purified by recrystallisation to y... Product: N(C1=CC=CC=C1)C1=C(C=C(C(=O)O)C=C1)[N+](=O)[O-] (4-anilino-3-nitrobenzoic acid).